From a dataset of the Open Reaction Database (ORD), a public repository of structured organic reaction records. describe an organic reaction: reactants, conditions, products, and yield The reactants are COc1cc(C2CC(O)Oc3cc(N(C)C)ccc32)cc(Br)c1OC, CN(C)c1ccccn1, CC(=O)OC(C)=O, ClCCl, c1ccncc1. Product: COc1cc(C2CC(OC(C)=O)Oc3cc(N(C)C)ccc32)cc(Br)c1OC. Reaction SMILES: [Br:1][c:2]1[cH:3][c:4]([CH:12]2[CH2:13][CH:14]([OH:25])[O:15][c:16]3[cH:17][c:18]([N:22]([CH3:23])[CH3:24])[cH:19][cH:20][c:21]32)[cH:5][c:6]([O:10][CH3:11])[c:7]1[O:8][CH3:9].[CH3:26][N:27]([c:28]1[cH:29][cH:30][cH:31][cH:32][n:33]1)[CH3:34].[CH3:41][C:42](=[O:43])[O:44][C:45](=[O:46])[CH3:47].[Cl:48][CH2:49][Cl:50].[cH:35]1[cH:36][cH:37][n:38][cH:39][cH:40]1>>[Br:1][c:2]1[cH:3][c:4]([CH:12]2[CH2:13][CH:14]([O:25][C:42]([CH3:41])=[O:43])[O:15][c:16]3[cH:17][c:18]([N:22]([CH3:23])[CH3:24])[cH:19][cH:20][c:21]32)[cH:5][c:6]([O:10][CH3:11])[c:7]1[O:8][CH3:9]. Yields the product Cl.Cl.CN(CCN1C2=C(SCC1)C=C(C=C2)NC(=N)C=2SC=CC2)C (N-(4-(2-(Dimethylamino)ethyl)-3,4-dihydro-2H-benzo[b][1,4]thiazin-7-yl)thiophene-2-carboximidamide dihydrochloride). Reaction conditions: time 1 hour. The reactants are CN(CCN1C2=C(SCC1)C=C(C=C2)NC(=N)C=2SC=CC2)C (N-(4-(2-(dimethylamino)ethyl)-3,4-dihydro-2H-benzo[b][1,4]thiazin-7-yl)thiophene-2-carboximidamide), Cl (hydrochloric acid). Procedure details: A solution of N-(4-(2-(dimethylamino)ethyl)-3,4-dihydro-2H-benzo[b][1,4]thiazin-7-yl)thiophene-2-carboximidamide (0.44 g, 1.270 mmol) in dry ethanol (10 mL) was treated with hydrochloric acid (1M in ether; 6.35 mL, 6.35 mmol) and stirred at room temperature for 1 hour. The precipitate was isolated and washed with ether to give a yellow-green powder. The powder was dried under reduced pressure. (0.46 g, 86%). 1H-NMR (DMSO-d6) δ 11.25 (brs, 2H), 9.69 (brs, 1H), 8.69 (brs, 1H), 8.15-8.13 (m, 2H), 7... Run in C(C)O (ethanol). As a reaction SMILES: [CH3:1][N:2]([CH3:23])[CH2:3][CH2:4][N:5]1[CH2:10][CH2:9][S:8][C:7]2[CH:11]=[C:12]([NH:15][C:16]([C:18]3[S:19][CH:20]=[CH:21][CH:22]=3)=[NH:17])[CH:13]=[CH:14][C:6]1=2.[ClH:24]>C(O)C>[ClH:24].[ClH:24].[CH3:1][N:2]([CH3:23])[CH2:3][CH2:4][N:5]1[CH2:10][CH2:9][S:8][C:7]2[CH:11]=[C:12]([NH:15][C:16]([C:18]3[S:19][CH:20]=[CH:21][CH:22]=3)=[NH:17])[CH:13]=[CH:14][C:6]1=2 |f:3.4.5|. The reactants are O=C([O-])[O-], COc1cc(OC)nc(S(C)(=O)=O)n1, CN(C)C=O, Cl, [K+], [K+], O, Cc1cccc(S)c1C(=O)O. The product is COc1cc(OC)nc(Sc2cccc(C)c2C(=O)O)n1. As a reaction SMILES: [C:26](=[O:27])([O-:28])[O-:29].[CH3:12][O:13][c:14]1[n:15][c:16]([S:22]([CH3:23])(=[O:24])=[O:25])[n:17][c:18]([O:20][CH3:21])[cH:19]1.[CH3:33][N:34]([CH3:35])[CH:36]=[O:37].[ClH:32].[K+:30].[K+:31].[OH2:38].[SH:1][c:2]1[c:3]([C:4](=[O:5])[OH:6])[c:7]([CH3:11])[cH:8][cH:9][cH:10]1>>[S:1]([c:2]1[c:3]([C:4](=[O:5])[OH:6])[c:7]([CH3:11])[cH:8][cH:9][cH:10]1)[c:16]1[n:15][c:14]([O:13][CH3:12])[cH:19][c:18]([O:20][CH3:21])[n:17]1. Reactants: C(C)OC(=O)C1=NNC(=C1)C1=CN=C2N1C1=CC=C(C=C1N=C2NCCCO)C(F)(F)F (5-[4-(3-Hydroxy-propylamino)-7-trifluoromethyl-imidazo[1,2-a]quinoxalin-1-yl]-1H-pyrazole-3-carboxylic acid ethyl ester), CN (Methylamine). Run in C1CCOC1 (THF). Product: OCCCNC=1C=2N(C3=CC=C(C=C3N1)C(F)(F)F)C(=CN2)C2=CC(=NN2)C(=O)NC (5-{4-[(3-hydroxypropyl)amino]-7-(trifluoromethyl)imidazo[1,2-a]quinoxalin-1-yl}-N-methyl-1H-pyrazole-3-carboxamide). Isolated yield 35.0%. As a reaction SMILES: C([O:3][C:4]([C:6]1[CH:10]=[C:9]([C:11]2[N:15]3[C:16]4[C:21]([N:22]=[C:23]([NH:24][CH2:25][CH2:26][CH2:27][OH:28])[C:14]3=[N:13][CH:12]=2)=[CH:20][C:19]([C:29]([F:32])([F:31])[F:30])=[CH:18][CH:17]=4)[NH:8][N:7]=1)=O)C.[CH3:33][NH2:34]>C1COCC1>[OH:28][CH2:27][CH2:26][CH2:25][NH:24][C:23]1[C:14]2[N:15]([C:11]([C:9]3[NH:8][N:7]=[C:6]([C:4]([NH:34][CH3:33])=[O:3])[CH:10]=3)=[CH:12][N:13]=2)[C:16]2[C:21]([N:22]=1)=[CH:20][C:19]([C:29]([F:32])([F:31])[F:30])=[CH:18][CH:17]=2. Procedure: A solution of 5-[4-(3-Hydroxy-propylamino)-7-trifluoromethyl-imidazo[1,2-a]quinoxalin-1-yl]-1H-pyrazole-3-carboxylic acid ethyl ester (0.02 mmol; 7 mg), Methylamine (0.40 mmol; 40% wt in H2O; 0.1 mL), in THF (0.2 mL), under argon was stirred at 35° C. for 48 hr. Concentration, then purification by preparative TLC (dichloromethane/methanol) afforded the title compound as a white solid (3 mg; 0.007 mmol; 44%). Reactants: C(\C=C\C(=O)O)(=O)O (fumaric acid), N1=NC(=CC2=C1OCCO2)CNC2CCN(CC2)CCN2C(C=NC1=CC=C(C=C21)F)=O (1-(2-{4-[(6,7-dihydro[1,4]dioxino[2,3-c]pyridazin-3-ylmethyl)amino]-1-piperidinyl}ethyl)-7-fluoro-2(1H)-quinoxalinone). Solvent: CO (MeOH), C(Cl)Cl (DCM). Product: fumarate salt, C(\C=C\C(=O)O)(=O)O.N1=NC(=CC2=C1OCCO2)CNC2CCN(CC2)CCN2C(C=NC1=CC=C(C=C21)F)=O (1-(2-{4-[(6,7-dihydro[1,4]dioxino[2,3-c]pyridazin-3-ylmethyl)amino]-1-piperidinyl}ethyl)-7-fluoro-2(1H)-quinoxalinone Fumarate). Reaction SMILES: [C:1]([OH:8])(=[O:7])/[CH:2]=[CH:3]/[C:4]([OH:6])=[O:5].[N:9]1[C:14]2[O:15][CH2:16][CH2:17][O:18][C:13]=2[CH:12]=[C:11]([CH2:19][NH:20][CH:21]2[CH2:26][CH2:25][N:24]([CH2:27][CH2:28][N:29]3[C:38]4[C:33](=[CH:34][CH:35]=[C:36]([F:39])[CH:37]=4)[N:32]=[CH:31][C:30]3=[O:40])[CH2:23][CH2:22]2)[N:10]=1>CO.C(Cl)Cl>[C:1]([OH:8])(=[O:7])/[CH:2]=[CH:3]/[C:4]([OH:6])=[O:5].[N:9]1[C:14]2[O:15][CH2:16][CH2:17][O:18][C:13]=2[CH:12]=[C:11]([CH2:19][NH:20][CH:21]2[CH2:26][CH2:25][N:24]([CH2:27][CH2:28][N:29]3[C:38]4[C:33](=[CH:34][CH:35]=[C:36]([F:39])[CH:37]=4)[N:32]=[CH:31][C:30]3=[O:40])[CH2:23][CH2:22]2)[N:10]=1 |f:4.5|. Procedure: Addition of one equivalent of 0.5M fumaric acid in MeOH (5.9 mL) to a solution of 1-(2-{4-[(6,7-dihydro[1,4]dioxino[2,3-c]pyridazin-3-ylmethyl)amino]-1-piperidinyl}ethyl)-7-fluoro-2(1H)-quinoxalinone (1.30 g, 2.95 mmol) in DCM, followed by evaporation, provided the fumarate salt of the title compound as an off-white solid (1.55 g). The reactants are ClC=1C(=C(C=C(C1)Cl)C(C)=O)O (1-(3,5-dichloro-2-hydroxyphenyl)-ethanone), CC=1C=C(C(=O)NN)C=CC1 (3-methylbenzoic acid hydrazide), C(C)(=O)O (acetic acid). Run in CCO (EtOH). Reaction conditions: temperature 60 celsius. Yields the product ClC=1C(=C(C=C(C1)Cl)C(C)=NNC(C1=CC(=CC=C1)C)=O)O (3-methyl-benzoic acid [1-(3,5-dichloro-2-hydroxyphenyl)-ethylidene]-hydrazide). The yield is 92.8%. Reaction SMILES: [Cl:1][C:2]1[C:3]([OH:12])=[C:4]([C:9](=O)[CH3:10])[CH:5]=[C:6]([Cl:8])[CH:7]=1.[CH3:13][C:14]1[CH:15]=[C:16]([CH:21]=[CH:22][CH:23]=1)[C:17]([NH:19][NH2:20])=[O:18].C(O)(=O)C>CCO>[Cl:1][C:2]1[C:3]([OH:12])=[C:4]([C:9](=[N:20][NH:19][C:17](=[O:18])[C:16]2[CH:21]=[CH:22][CH:23]=[C:14]([CH3:13])[CH:15]=2)[CH3:10])[CH:5]=[C:6]([Cl:8])[CH:7]=1. Reported procedure: A suspension of 1-(3,5-dichloro-2-hydroxyphenyl)-ethanone (0.100 g, 0.49 mmol), 3-methylbenzoic acid hydrazide (0.069 g, 0.46 mmol), and glacial acetic acid (0.3 mL) in EtOH (3 mL) was heated to 60° C. for 4 h The reaction mixture was cooled to room temperature to precipitate the product. The solid was collected via suction filtration and rinsed with H2O to furnish the title material as a yellow solid (0.144 g, 93%): mp 221-223° C.; 1H NMR (400 MHz, DMSO) δ 14.48 (s, 1H), 11.54 (s, 1H), 7.79-7.7... Starting materials: BrC1=CC(=C(C=C1)NC(C=NO)=O)CC (N-(4-Bromo-2-ethyl-phenyl)-2-hydroxyimino-acetamide), C(C)(=O)N (acetamide). Yields the product BrC=1C=C2C(C(NC2=C(C1)CC)=O)=O (5-Bromo-7-ethyl-1H-indole-2,3-dione). RXN SMILES: [Br:1][C:2]1[CH:7]=[CH:6][C:5]([NH:8][C:9](=[O:13])[CH:10]=NO)=[C:4]([CH2:14][CH3:15])[CH:3]=1.C(N)(=[O:18])C>>[Br:1][C:2]1[CH:7]=[C:6]2[C:5](=[C:4]([CH2:14][CH3:15])[CH:3]=1)[NH:8][C:9](=[O:13])[C:10]2=[O:18]. Procedure details: Following the procedure of example 36.B. except using N-(4-Bromo-2-ethyl-phenyl)-2-hydroxyimino-acetamide as the acetamide component afforded the title compound as a solid. ESI (−) MS m/e=252 (MH−).